Task: describe an organic reaction: reactants, conditions, products, and yield. Dataset: the Open Reaction Database (ORD), a public repository of structured organic reaction records Reactants: C1(CC1)N(C(=O)C1=NOC(=C1)C1=C(C=C(C=C1)C#N)F)C1CCNCC1 (5-(4-cyano-2-fluoro-phenyl)-isoxazole-3-carboxylic acid cyclopropyl-piperidin-4-yl-amide), CC1(CO1)C (1,1-dimethyloxirane), Intermediate 2. RXN SMILES: [CH:1]1([N:4]([CH:21]2[CH2:26][CH2:25][NH:24][CH2:23][CH2:22]2)[C:5]([C:7]2[CH:11]=[C:10]([C:12]3[CH:17]=[CH:16][C:15]([C:18]#[N:19])=[CH:14][C:13]=3[F:20])[O:9][N:8]=2)=[O:6])[CH2:3][CH2:2]1.[CH3:27][C:28]1([CH3:31])[O:30][CH2:29]1>>[CH:1]1([N:4]([CH:21]2[CH2:26][CH2:25][N:24]([CH2:27][C:28]([OH:30])([CH3:31])[CH3:29])[CH2:23][CH2:22]2)[C:5]([C:7]2[CH:11]=[C:10]([C:12]3[CH:17]=[CH:16][C:15]([C:18]#[N:19])=[CH:14][C:13]=3[F:20])[O:9][N:8]=2)=[O:6])[CH2:3][CH2:2]1. Product: C1(CC1)N(C(=O)C1=NOC(=C1)C1=C(C=C(C=C1)C#N)F)C1CCN(CC1)CC(C)(C)O (5-(4-Cyano-2-fluoro-phenyl)-isoxazole-3-carboxylic acid cyclopropyl[1-(2-hydroxy-2-methyl-propyl)-piperidin-4-yl]-amide). Procedure: The title compound is prepared from 5-(4-cyano-2-fluoro-phenyl)-isoxazole-3-carboxylic acid cyclopropyl-piperidin-4-yl-amide and 1,1-dimethyloxirane following a procedure analogous to that described for Intermediate 2. LC (method 3): tR=1.21 min; Mass spectrum (ESI+): m/z=427 [M+H]+. Starting materials: [Si](C)(C)(C(C)(C)C)OC(CCCCCCC1=CC=CC=C1)C=1OC(=CN1)C1=CC=CC(=N1)C(=O)OC (Methyl 6-(2-(1-(tert-butyldimethylsilyloxy)-7-phenylheptyl)oxazol-5-yl)picolinate), [Si](C)(C)(C(C)(C)C)OC(CCCCCCC1=CC=CC=C1)C=1OC(=CN1)[Sn](CCCC)(CCCC)CCCC (2-(1-(tert-butyldimethylsilyloxy)-7-phenylheptyl)-5-(tributylstannyl)oxazole), ClC1=CC=CC(=N1)C(=O)OC (methyl 6-chloropicolinate). Product: EtOAc hexanes, C1(=CC=CC=C1)CCCCCCC(=O)C=1OC(=CN1)C1=CC=CC(=N1)C(=O)OC (Methyl 6-(2-(7-phenylheptanoyl)oxazol-5-yl)picolinate). The yield is 100.0%. Reaction SMILES: [Si]([O:8][CH:9]([C:22]1[O:23][C:24]([C:27]2[N:32]=[C:31]([C:33]([O:35][CH3:36])=[O:34])[CH:30]=[CH:29][CH:28]=2)=[CH:25][N:26]=1)[CH2:10][CH2:11][CH2:12][CH2:13][CH2:14][CH2:15][C:16]1[CH:21]=[CH:20][CH:19]=[CH:18][CH:17]=1)(C(C)(C)C)(C)C.[Si](OC(C1OC([Sn](CCCC)(CCCC)CCCC)=CN=1)CCCCCCC1C=CC=CC=1)(C(C)(C)C)(C)C.ClC1N=C(C(OC)=O)C=CC=1>>[C:16]1([CH2:15][CH2:14][CH2:13][CH2:12][CH2:11][CH2:10][C:9]([C:22]2[O:23][C:24]([C:27]3[N:32]=[C:31]([C:33]([O:35][CH3:36])=[O:34])[CH:30]=[CH:29][CH:28]=3)=[CH:25][N:26]=2)=[O:8])[CH:17]=[CH:18][CH:19]=[CH:20][CH:21]=1. Procedure details: Methyl 6-(2-(1-(tert-butyldimethylsilyloxy)-7-phenylheptyl)oxazol-5-yl)picolinate. The title compound was prepared from 2-(1-(tert-butyldimethylsilyloxy)-7-phenylheptyl)-5-(tributylstannyl)oxazole (94 mg, 0.142 mmol) and methyl 6-chloropicolinate following General Procedure A. Flash chromatography (5-10% EtOAc/hexanes) yielded the title compound as a clear oil (72 mg, 100%): 1H NMR (CDCl3, 500 MHz) δ 8.12-8.10 (m, 1H), 7.99 (t, 1H, J=7.8 Hz), 7.90-7.89 (m, 1H), 7.86 (s, 1H), 7.35-7.32 (m, 2H), 7... The reactants are C1(=CC=C(C=C1)S(=O)(=O)N)C (p-toluenesulphonamide), [OH-].[Na+] (sodium hydroxide), ClC\C=C/CCl (cis-1,4-dichloro-2-butene). Reagents/catalysts: [Cl-].C(CCC)[N+](CCCC)(CCCC)CCCC (tetrabutyl-ammonium chloride). Solvent: C1(=CC=CC=C1)C (toluene). Run at temperature 0 celsius. The product is CC1=CC=C(C=C1)S(=O)(=O)N1CC=CC1 (2,5-Dihydro-1-(4-methyl-phenyl-sulphonyl)-pyrrole). Isolated yield 66.9%. As a reaction SMILES: [C:1]1([CH3:11])[CH:6]=[CH:5][C:4]([S:7]([NH2:10])(=[O:9])=[O:8])=[CH:3][CH:2]=1.[OH-].[Na+].Cl[CH2:15]/[CH:16]=[CH:17]\[CH2:18]Cl>[Cl-].C([N+](CCCC)(CCCC)CCCC)CCC.C1(C)C=CC=CC=1>[CH3:11][C:1]1[CH:2]=[CH:3][C:4]([S:7]([N:10]2[CH2:18][CH:17]=[CH:16][CH2:15]2)(=[O:8])=[O:9])=[CH:5][CH:6]=1 |f:1.2,4.5|. Procedure details: A 1.0 l stirred vessel having a bottom discharge valve is charged with 51.3 g (0.3 mol) of p-toluenesulphonamide, 200 ml (1.2 mol) of 6 N sodium hydroxide, 400 ml of toluene and 4.44 g (15 mmol) of tetrabutyl-ammonium chloride and, at an internal temperature of 60° C., 37.5 g (0.3 mol) of cis-1,4-dichloro-2-butene are added dropwise with vigorous stirring over a period of 20 minutes, whereupon the internal temperature rises by 2° C. The mixture is stirred for another hour at 60° C. and another 2... Starting materials: Cl.C1=CC(=C2C=CC=C3C4=CC=CC=C4C1=C23)CNC(CO)(CO)C (2-((3-Fluoranthenylmethyl)amino)-2-methyl-1,3-propanediol hydrochloride), C1=CC=C2C=CC=C3C=4C(=CC=CC4C1=C23)C=O (7-fluoranthenecarbaldehyde), NC(CO)(CO)C (2-amino-2-methyl-1,3-propanediol). Product: Cl.C1=CC=C2C=CC=C3C4=C(C=CC=C4C1=C23)CNC(CO)(CO)C (2-((7-fluoranthenylmethyl)amino)-2-methyl-1,3-propanediol hydrochloride). Reaction SMILES: [ClH:1].C1C2=C3C(C4C2=CC=CC=4)=CC=CC3=C(CNC(C)(CO)CO)C=1.[CH:26]1[C:40]2=[C:41]3[C:33]([C:34]4[C:35]([CH:42]=O)=[CH:36][CH:37]=[CH:38][C:39]=42)=[CH:32][CH:31]=[CH:30][C:29]3=[CH:28][CH:27]=1.[NH2:44][C:45]([CH3:50])([CH2:48][OH:49])[CH2:46][OH:47]>>[ClH:1].[CH:26]1[C:40]2=[C:41]3[C:33]([C:34]4[C:39]2=[CH:38][CH:37]=[CH:36][C:35]=4[CH2:42][NH:44][C:45]([CH3:50])([CH2:48][OH:49])[CH2:46][OH:47])=[CH:32][CH:31]=[CH:30][C:29]3=[CH:28][CH:27]=1 |f:0.1,4.5|. Procedure details: Using the reductive amination procedure outlined in 1D, 7-fluoranthenecarbaldehyde (1B) and 2-amino-2-methyl-1,3-propanediol (Aldrich) gave 2-((7-fluoranthenylmethyl)amino)-2-methyl-1,3-propanediol hydrochloride mp 204°-206° (dec), (CH3OH/Et2O), (C, H, Cl, N). Starting materials: COC(OC)c1ccccc1Br, [Li]CCCC, CCCCCC, CCOCC, O, O=Cc1cccnc1. Product: COC(OC)c1ccccc1C(O)c1cccnc1. RXN SMILES: [Br:1][c:2]1[c:3]([CH:8]([O:9][CH3:10])[O:11][CH3:12])[cH:4][cH:5][cH:6][cH:7]1.[CH2:18]([Li:19])[CH2:20][CH2:21][CH3:22].[CH3:31][CH2:32][CH2:33][CH2:34][CH2:35][CH3:36].[O:13]([CH2:14][CH3:15])[CH2:16][CH3:17].[OH2:37].[n:23]1[cH:24][c:25]([CH:29]=[O:30])[cH:26][cH:27][cH:28]1>>[c:2]1([CH:29]([c:25]2[cH:24][n:23][cH:28][cH:27][cH:26]2)[OH:30])[c:3]([CH:8]([O:9][CH3:10])[O:11][CH3:12])[cH:4][cH:5][cH:6][cH:7]1.